Dataset: the Open Reaction Database (ORD), a public repository of structured organic reaction records. Task: describe an organic reaction: reactants, conditions, products, and yield Yield: 81.3%. Procedure details: 0.71 ml of trimethylsilyl bromide is added at 0° to a solution of 123 mg of 9 in 3 ml of dichloromethane. After stirring at 0° for 4 hours, 20 ml of water are added. After 30 minutes, the dichloromethane phase is separated off and washed three times with 15 ml of water each time. The aqueous phases are extracted three times with 20 ml of dichloromethane each time and concentrated by evaporation in vacuo. The residue is dissolved in 10 ml of 5N hydrochloric acid and is then stirred for 48 hours, ... Run in ClCCl (dichloromethane). Product: N[C@@H](C(=O)O)C=C(CP(=O)(O)O)C ((2R)-2-amino-4-methyl-5-phosphono-3-pentenoic acid). Reaction SMILES: C[Si](Br)(C)C.C(OC([NH:13][C@H:14]([CH:18]=[C:19]([CH3:27])[CH2:20][P:21]([O:25]C)([O:23]C)=[O:22])[C:15]([OH:17])=[O:16])=O)(C)(C)C.O>ClCCl>[NH2:13][C@H:14]([CH:18]=[C:19]([CH3:27])[CH2:20][P:21]([OH:25])([OH:23])=[O:22])[C:15]([OH:17])=[O:16]. Starting materials: C[Si](C)(C)Br (trimethylsilyl bromide), C(C)(C)(C)OC(=O)N[C@@H](C(=O)O)C=C(CP(=O)(OC)OC)C ((2R)-2-tert.-butoxycarbonylamino-5-dimethylphosphono-4-methyl-3-pentenoicacid), O (water). Conditions: time 4 hour. Reactants: CC(C)O, CC(=O)c1ccccc1Nc1nc(Cl)ncc1Cl, Cl, CN1C(=O)CCCc2cc(N)ccc21, C1COCCO1. Product: CC(=O)c1ccccc1Nc1nc(Nc2ccc3c(c2)CCCC(=O)N3C)ncc1Cl. Reaction SMILES: [CH:34]([OH:35])([CH3:36])[CH3:37].[Cl:1][c:2]1[n:3][cH:4][c:5]([Cl:18])[c:6]([NH:8][c:9]2[c:10]([C:15]([CH3:16])=[O:17])[cH:11][cH:12][cH:13][cH:14]2)[n:7]1.[ClH:33].[NH2:19][c:20]1[cH:21][c:22]2[c:23]([cH:31][cH:32]1)[N:24]([CH3:30])[C:25](=[O:29])[CH2:26][CH2:27][CH2:28]2.[O:38]1[CH2:39][CH2:40][O:41][CH2:42][CH2:43]1>>[c:2]1([NH:19][c:20]2[cH:21][c:22]3[c:23]([cH:31][cH:32]2)[N:24]([CH3:30])[C:25](=[O:29])[CH2:26][CH2:27][CH2:28]3)[n:3][cH:4][c:5]([Cl:18])[c:6]([NH:8][c:9]2[c:10]([C:15]([CH3:16])=[O:17])[cH:11][cH:12][cH:13][cH:14]2)[n:7]1. Reactants: N#Cc1ccc(CBr)cc1F, CCCCN, CN(C)C=O. Yields the product CCCCNCc1ccc(C#N)c(F)c1. Reaction SMILES: [C:6](#[N:7])[c:8]1[c:9]([F:16])[cH:10][c:11]([CH2:12][Br:13])[cH:14][cH:15]1.[CH2:1]([CH2:2][CH2:3][CH3:4])[NH2:5].[CH3:17][N:18]([CH3:19])[CH:20]=[O:21]>>[CH2:1]([CH2:2][CH2:3][CH3:4])[NH:5][CH2:12][c:11]1[cH:10][c:9]([F:16])[c:8]([C:6]#[N:7])[cH:15][cH:14]1. Reactants: CC=1N=C(N2C(NN=CC21)=S)C2=CC=CC=C2 (8-Methyl-6-phenyl-imidazo[1,5-d]-as-triazin-4(3H)-thione), S(=O)(=O)(OC)OC (Dimethyl sulfate). Reported procedure: 8-Methyl-6-phenyl-imidazo[1,5-d]-as-triazin-4(3H)-thione (3.76 g, 0.014 mole) is dissolved in aqueous sodium bicarbonate (125 ml. 6.7%). Dimethyl sulfate (1.85 g, 0.0147 mole) is added at room temperature and the reaction mixture stirred overnight (appr. 15-16 hours). The precipitated solid is collected by filtration and washed thoroughly with water. The dried solid (3.84 g) is extracted with benzene. The benzene solution is evaporated to dryness, and the residual red solid obtained is extracted... Conditions: time 15.5 hour. Product: CN1N=CC=2N(C1=S)C(=NC2C)C2=CC=CC=C2 (3,8-Dimethyl-6-phenyl-imidazo[1,5-d]-as-triazin-4(3H)-thione). RXN SMILES: [CH3:1][C:2]1[N:3]=[C:4]([C:12]2[CH:17]=[CH:16][CH:15]=[CH:14][CH:13]=2)[N:5]2[C:10]=1[CH:9]=[N:8][NH:7][C:6]2=[S:11].S(OC)(O[CH3:22])(=O)=O>C(=O)(O)[O-].[Na+]>[CH3:22][N:7]1[C:6](=[S:11])[N:5]2[C:4]([C:12]3[CH:13]=[CH:14][CH:15]=[CH:16][CH:17]=3)=[N:3][C:2]([CH3:1])=[C:10]2[CH:9]=[N:8]1 |f:2.3|. Run in C([O-])(O)=O.[Na+] (sodium bicarbonate). The yield is 7.0%. Reactants: ClCCl, CCC(O)c1ccc(F)c(F)c1, O=[Cr](=O)([O-])Cl, c1cc[nH+]cc1. The product is CCC(=O)c1ccc(F)c(F)c1. Reaction SMILES: [Cl:24][CH2:25][Cl:26].[F:12][c:13]1[cH:14][c:15]([CH:20]([CH2:21][CH3:22])[OH:23])[cH:16][cH:17][c:18]1[F:19].[O:1]=[Cr:2]([Cl:3])([O-:4])=[O:5].[nH+:6]1[cH:7][cH:8][cH:9][cH:10][cH:11]1>>[F:12][c:13]1[cH:14][c:15]([C:20]([CH2:21][CH3:22])=[O:23])[cH:16][cH:17][c:18]1[F:19].